This data is from the Open Reaction Database (ORD), a public repository of structured organic reaction records. The task is: describe an organic reaction: reactants, conditions, products, and yield The reactants are C(C)OC(CNC1=NC(=NC(=C1)Cl)Cl)=O (N-(2,6-dichloro-4-pyrimidinyl)glycine ethyl ester), ClC1=CC=C(CN)C=C1 (p-chlorobenzylamine), C([O-])([O-])=O.[Na+].[Na+] (sodium carbonate). Run in C(C)O (ethanol). The product is C(C)OC(CNC1=NC(=NC(=C1)Cl)NCC1=CC=C(C=C1)Cl)=O (N-[6-Chloro-2-(p-chlorobenzylamino)-4-pyrimidinyl]glycine ethyl ester). Reaction SMILES: [CH2:1]([O:3][C:4](=[O:15])[CH2:5][NH:6][C:7]1[CH:12]=[C:11]([Cl:13])[N:10]=[C:9](Cl)[N:8]=1)[CH3:2].[Cl:16][C:17]1[CH:24]=[CH:23][C:20]([CH2:21][NH2:22])=[CH:19][CH:18]=1.C(=O)([O-])[O-].[Na+].[Na+]>C(O)C>[CH2:1]([O:3][C:4](=[O:15])[CH2:5][NH:6][C:7]1[CH:12]=[C:11]([Cl:13])[N:10]=[C:9]([NH:22][CH2:21][C:20]2[CH:23]=[CH:24][C:17]([Cl:16])=[CH:18][CH:19]=2)[N:8]=1)[CH3:2] |f:2.3.4|. Procedure: A stirred mixture of 10.0 g. (0.04 mole) of N-(2,6-dichloro-4-pyrimidinyl)glycine ethyl ester, prepared in Example 8, 5.6 g. (0.04 mole) of p-chlorobenzylamine and 4.24 g. (0.04 mole) of sodium carbonate in 100 ml. of ethanol was heated under reflux for 6 hours. The reaction mixture was filtered and the filtrate was cooled in ice. The precipitate thus formed was collected and recrystallized from benzene with petroleum ether being added to initiate precipitation to give 4.1 g. of product, m.p. 16... Starting materials: Cl.Cl.Cl.NC1=C(C=CC=C1N)OCC(CNCCNC1=C(C=CC=C1C)C)O (2,3-diamino-1-{2-hydroxy-3-[2-(2,6-dimethylphenylamino)-ethylamino]-propoxy}-benzene trihydrochloride), Cl (hydrochloric acid), C (charcoal). Run in C(=O)O (formic acid). The product is Cl.Cl.N1=CNC2=C1C=CC=C2OCC(CNCCNC2=C(C=CC=C2C)C)O (1-(Benzimidazol-4-yloxy)-3-[2-(2,6-dimethylphenylamino)-ethylamino]-propan-2-ol dihydrochloride). RXN SMILES: [ClH:1].Cl.Cl.[NH2:4][C:5]1[C:10]([NH2:11])=[CH:9][CH:8]=[CH:7][C:6]=1[O:12][CH2:13][CH:14]([OH:28])[CH2:15][NH:16][CH2:17][CH2:18][NH:19][C:20]1[C:25]([CH3:26])=[CH:24][CH:23]=[CH:22][C:21]=1[CH3:27].Cl.[CH4:30]>C(O)=O>[ClH:1].[ClH:1].[N:11]1[C:10]2[CH:9]=[CH:8][CH:7]=[C:6]([O:12][CH2:13][CH:14]([OH:28])[CH2:15][NH:16][CH2:17][CH2:18][NH:19][C:20]3[C:25]([CH3:26])=[CH:24][CH:23]=[CH:22][C:21]=3[CH3:27])[C:5]=2[NH:4][CH:30]=1 |f:0.1.2.3,7.8.9|. Procedure details: A solution of 21.5 g. 2,3-diamino-1-{2-hydroxy-3-[2-(2,6-dimethylphenylamino)-ethylamino]-propoxy}-benzene trihydrochloride in 150 ml. formic acid is boiled under reflux for 6 hours. After evaporating the reaction mixture in a vacuum, the residue obtained is taken up in 200 ml. 2N hydrochloric acid, boiled under reflux for 4 hours, mixed with active charcoal and filtered while hot. The filtrate is evaporated to dryness and the residue then recrystallized. There are obtained 3.5 g. (17.4% of theo...